The task is: describe an organic reaction: reactants, conditions, products, and yield. This data is from the Open Reaction Database (ORD), a public repository of structured organic reaction records. The reactants are C(C)(=O)N1\C(\C2=CC(=C(C=C2CC1)OCC1=CC=CC=C1)OCC1=CC=CC=C1)=C/C1=CC(=C(C(=C1)OC)OC)OC ((Z)-N-acetyl-6,7-dibenzyloxy-1-(3,4,5-trimethoxyphenylmethylene)-1,2,3,4-tetrahydroisoquinoline), C(C)O (ethanol), Ru2Cl4 ((S)-(-)-BINAP)2N(C2H5)3, [H][H] (hydrogen). The solvent is C(Cl)Cl (methylene chloride), C(Cl)Cl (methylene chloride). Yields the product C(C)(=O)N1[C@H](C2=CC(=C(C=C2CC1)OCC1=CC=CC=C1)OCC1=CC=CC=C1)CC1=CC(=C(C(=C1)OC)OC)OC ((S)-N-acetyl-6,7-dibenzyloxy-1-(3,4,5-trimethoxyphenylmethyl)-1,2,3,4-tetrahydroisoquinoline). Isolated yield 92.1%. RXN SMILES: [C:1]([N:4]1[CH2:13][CH2:12][C:11]2[C:6](=[CH:7][C:8]([O:22][CH2:23][C:24]3[CH:29]=[CH:28][CH:27]=[CH:26][CH:25]=3)=[C:9]([O:14][CH2:15][C:16]3[CH:21]=[CH:20][CH:19]=[CH:18][CH:17]=3)[CH:10]=2)/[C:5]/1=[CH:30]/[C:31]1[CH:36]=[C:35]([O:37][CH3:38])[C:34]([O:39][CH3:40])=[C:33]([O:41][CH3:42])[CH:32]=1)(=[O:3])[CH3:2].C(O)C.[H][H]>C(Cl)Cl>[C:1]([N:4]1[CH2:13][CH2:12][C:11]2[C:6](=[CH:7][C:8]([O:22][CH2:23][C:24]3[CH:29]=[CH:28][CH:27]=[CH:26][CH:25]=3)=[C:9]([O:14][CH2:15][C:16]3[CH:17]=[CH:18][CH:19]=[CH:20][CH:21]=3)[CH:10]=2)[C@@H:5]1[CH2:30][C:31]1[CH:36]=[C:35]([O:37][CH3:38])[C:34]([O:39][CH3:40])=[C:33]([O:41][CH3:42])[CH:32]=1)(=[O:3])[CH3:2]. Procedure details: In 1.5 ml of methylene chloride was dissolved 100.8 mg (0.178 mmol) of (Z)-N-acetyl-6,7-dibenzyloxy-1-(3,4,5-trimethoxyphenylmethylene)-1,2,3,4-tetrahydroisoquinoline, and 7.5 ml of ethanol was further added thereto. A separately prepared solution of 2.9 mg (1.7×10-3 mmol) of Ru2Cl4 ((S)-(-)-BINAP)2N(C2H5)3 in 1.5 ml of methylene chloride was added to the above prepared solution, and the mixture was transferred to an autoclave. The mixture was subjected to hydrogenation at 23° C. for 62 hours at... Reactants: NC1=CC2=C(C(C=3C(=NC=C(C3)C3=CC=CC=C3)C=C2)=O)C=C1 (8-amino-3-phenyl-5H-benzo[4,5]cyclohepta[1,2-b]pyridin-5-one), ClC(=O)OCC (ethyl chloroformate), ClC(=O)OCC (ethyl chloroformate), ClC(=O)OCC (ethyl chloroformate). The reagents and catalysts are CN(C1=CC=NC=C1)C (4-dimethylaminopyridine). Run in N1=CC=CC=C1 (pyridine). Conditions: time 7 hour. The product is O=C1C2=C(C=CC3=NC=C(C=C31)C3=CC=CC=C3)C=C(C=C2)NC(OCC)=O (ethyl (5-oxo-3-phenyl-5H-benzo[4,5]cyclohepta[1,2-b]pyridin-8-yl)carbamate). RXN SMILES: [NH2:1][C:2]1[CH:23]=[CH:22][C:5]2[C:6](=[O:21])[C:7]3[C:8]([CH:19]=[CH:20][C:4]=2[CH:3]=1)=[N:9][CH:10]=[C:11]([C:13]1[CH:18]=[CH:17][CH:16]=[CH:15][CH:14]=1)[CH:12]=3.Cl[C:25]([O:27][CH2:28][CH3:29])=[O:26]>N1C=CC=CC=1.CN(C)C1C=CN=CC=1>[O:21]=[C:6]1[C:7]2[C:8](=[N:9][CH:10]=[C:11]([C:13]3[CH:18]=[CH:17][CH:16]=[CH:15][CH:14]=3)[CH:12]=2)[CH:19]=[CH:20][C:4]2[CH:3]=[C:2]([NH:1][C:25](=[O:26])[O:27][CH2:28][CH3:29])[CH:23]=[CH:22][C:5]1=2. Reported procedure: To a 0° C. solution of 8-amino-3-phenyl-5H-benzo[4,5]cyclohepta[1,2-b]pyridin-5-one (6.4 mg, 0.021 mmol) in pyridine (0.3 mL) was added a catalytic amount of 4-dimethylaminopyridine (tip of the spatula) and ethyl chloroformate (0.1 mL, 0.31 M in CH2Cl2) The mixture was then stirred at room temperature. After 7 hours, more ethyl chloroformate (3 μL, 0.032 mmol) was added. After stirring for 14 hours, a new addition of ethyl chloroformate (6 μL, 0.064 mmol) was followed by stirring for 2 more hour... Starting materials: CCN=C=NCCCN(C)C, CN(C)C=O, Cl, Cl, Cl, NC(Cc1ccc(C(F)(F)F)cc1)C(=O)c1ccc(F)cc1, O, On1nnc2ccccc21, O=C(O)CCCc1cccs1. Product: O=C(CCCc1cccs1)NC(Cc1ccc(C(F)(F)F)cc1)C(=O)c1ccc(F)cc1. RXN SMILES: [CH2:36]([N:37]=[C:38]=[N:39][CH2:40][CH2:41][CH2:42][N:43]([CH3:44])[CH3:45])[CH3:46].[CH3:58][N:59]([CH3:60])[CH:61]=[O:62].[ClH:1].[ClH:35].[ClH:57].[F:2][c:3]1[cH:4][cH:5][c:6]([C:9]([CH:10]([CH2:11][c:12]2[cH:13][cH:14][c:15]([C:18]([F:19])([F:20])[F:21])[cH:16][cH:17]2)[NH2:22])=[O:23])[cH:7][cH:8]1.[OH2:63].[OH:47][n:48]1[c:49]2[cH:50][cH:51][cH:52][cH:53][c:54]2[n:55][n:56]1.[s:24]1[c:25]([CH2:29][CH2:30][CH2:31][C:32](=[O:33])[OH:34])[cH:26][cH:27][cH:28]1>>[F:2][c:3]1[cH:4][cH:5][c:6]([C:9]([CH:10]([CH2:11][c:12]2[cH:13][cH:14][c:15]([C:18]([F:19])([F:20])[F:21])[cH:16][cH:17]2)[NH:22][C:32]([CH2:31][CH2:30][CH2:29][c:25]2[s:24][cH:28][cH:27][cH:26]2)=[O:33])=[O:23])[cH:7][cH:8]1. Starting materials: N#Cc1ccc(CBr)cc1, CCCCO, CN(C)C=O, [H-], [Na+], C1CCOC1. Product: CCCCOCc1ccc(C#N)cc1. As a reaction SMILES: [C:13](#[N:14])[c:15]1[cH:16][cH:17][c:18]([CH2:19][Br:20])[cH:21][cH:22]1.[CH2:8]([OH:9])[CH2:10][CH2:11][CH3:12].[CH3:23][N:24]([CH3:25])[CH:26]=[O:27].[H-:1].[Na+:2].[O:3]1[CH2:4][CH2:5][CH2:6][CH2:7]1>>[O:3]([CH2:7][CH2:6][CH2:5][CH3:4])[CH2:19][c:18]1[cH:17][cH:16][c:15]([C:13]#[N:14])[cH:22][cH:21]1. The reactants are Cc1cc(Cl)nc(N)n1, Cl, [K+], Nc1ccccc1, [OH-], O. Yields the product Cc1cc(Nc2ccccc2)nc(N)n1. Reaction SMILES: [CH3:8][c:9]1[cH:10][c:11]([Cl:12])[n:13][c:14]([NH2:15])[n:16]1.[ClH:17].[K+:19].[NH2:1][c:2]1[cH:3][cH:4][cH:5][cH:6][cH:7]1.[OH-:18].[OH2:20]>>[NH:1]([c:2]1[cH:3][cH:4][cH:5][cH:6][cH:7]1)[c:11]1[cH:10][c:9]([CH3:8])[n:16][c:14]([NH2:15])[n:13]1. Reported procedure: 3.0%, L-xylose: 2.3%, D-arabinose: 3.0%, Reactants: O=C[C@@H](O)[C@H](O)[C@@H](O)CO (L-xylose), O=C[C@@H](O)[C@H](O)[C@H](O)CO (D-arabinose). RXN SMILES: [O:1]=[CH:2][C@H:3]([C@@H:5]([C@H:7]([CH2:9][OH:10])[OH:8])[OH:6])[OH:4].O=C[C@H]([C@@H]([C@@H](CO)O)O)O>>[O:1]=[CH:2][C@@H:3]([C@H:5]([C@@H:7]([CH2:9][OH:10])[OH:8])[OH:6])[OH:4]. Yields the product O=C[C@H](O)[C@@H](O)[C@H](O)CO (D-xylose). Reactants: Cc1[nH]c2nc(Br)ccc2c1C, C1CCOC1, [Li]CCCC, CCCCCC, CSSC, O. The product is CSc1ccc2c(C)c(C)[nH]c2n1. As a reaction SMILES: [Br:1][c:2]1[cH:3][cH:4][c:5]2[c:6]([n:7]1)[nH:8][c:9]([CH3:12])[c:10]2[CH3:11].[CH2:28]1[O:29][CH2:30][CH2:31][CH2:32]1.[CH3:13][CH2:14][CH2:15][CH2:16][Li:17].[CH3:18][CH2:19][CH2:20][CH2:21][CH2:22][CH3:23].[CH3:24][S:25][S:26][CH3:27].[OH2:33]>>[c:2]1([S:25][CH3:24])[cH:3][cH:4][c:5]2[c:6]([n:7]1)[nH:8][c:9]([CH3:12])[c:10]2[CH3:11]. Starting materials: C(C)OP(OCC)(=O)CCNCC(=CCC=1C(=C2C(OCC2=C(C1CC)C)=O)OCC[Si](C)(C)C)CC ((2-{2-Ethyl-4-[6-ethyl-7-methyl-3-oxo-4-(2-trimethylsilanyl-ethoxy)-1,3-dihydro-isobenzofuran-5-yl]-but-2-enylamino}-ethyl)-phosphonic acid diethyl ester), C[Si](C)(C)Br (Trimethylsilyl bromide). Solvent: CN(C)C=O (DMF), C(Cl)Cl (DCM). Run at time 20 hour. Product: C(C)C(CNCCP(O)(O)=O)=CCC=1C(=C2C(OCC2=C(C1CC)C)=O)O ({2-[2-Ethyl-4-(6-ethyl-4-hydroxy-7-methyl-3-oxo-1,3-dihydro-isobenzofuran-5-yl)-but-2-enylamino]-ethyl}-phosphonic acid). Isolated yield 44.7%. As a reaction SMILES: C([O:3][P:4]([CH2:9][CH2:10][NH:11][CH2:12][C:13]([CH2:36][CH3:37])=[CH:14][CH2:15][C:16]1[C:17]([O:29]CC[Si](C)(C)C)=[C:18]2[C:22](=[C:23]([CH3:27])[C:24]=1[CH2:25][CH3:26])[CH2:21][O:20][C:19]2=[O:28])(=[O:8])[O:5]CC)C.C[Si](Br)(C)C>CN(C=O)C.C(Cl)Cl>[CH2:36]([C:13](=[CH:14][CH2:15][C:16]1[C:17]([OH:29])=[C:18]2[C:22](=[C:23]([CH3:27])[C:24]=1[CH2:25][CH3:26])[CH2:21][O:20][C:19]2=[O:28])[CH2:12][NH:11][CH2:10][CH2:9][P:4](=[O:3])([OH:8])[OH:5])[CH3:37]. Reported procedure: (2-{2-Ethyl-4-[6-ethyl-7-methyl-3-oxo-4-(2-trimethylsilanyl-ethoxy)-1,3-dihydro-isobenzofuran-5-yl]-but-2-enylamino}-ethyl)-phosphonic acid diethyl ester (24.9 mg, 0.045 mmol) was dissolved in DMF (0.5 mL) and DCM (0.5 mL). Trimethylsilyl bromide (68.7 mg, 0.449 mmol) was added and the reaction was stirred at room temperature. After 20 hours, the reaction was quenched with MeOH (0.15 mL). The solvents were evaporated in vacuo and the crude material was purified by RP-HPLC (eluent: water/MeCN). T...